Dataset: the Open Reaction Database (ORD), a public repository of structured organic reaction records. Task: describe an organic reaction: reactants, conditions, products, and yield Starting materials: Br[Mg]c1ccccc1, [Cl-], CCOC(=O)C=CC(=O)c1ccc(OC)c(Cl)c1, [NH4+], C1CCOC1. The product is COc1ccc(C(=O)C=CC(=O)c2ccccc2)cc1Cl. Reaction SMILES: [Br:19][Mg:20][c:21]1[cH:22][cH:23][cH:24][cH:25][cH:26]1.[Cl-:27].[Cl:1][c:2]1[cH:3][c:4]([C:10]([CH:11]=[CH:12][C:13]([O:15][CH2:14][CH3:16])=[O:17])=[O:18])[cH:5][cH:6][c:7]1[O:8][CH3:9].[NH4+:28].[O:29]1[CH2:30][CH2:31][CH2:32][CH2:33]1>>[Cl:1][c:2]1[cH:3][c:4]([C:10]([CH:11]=[CH:12][C:13](=[O:15])[c:21]2[cH:22][cH:23][cH:24][cH:25][cH:26]2)=[O:18])[cH:5][cH:6][c:7]1[O:8][CH3:9]. Starting materials: IC1=CC=C(C=C1)Br (4-iodobromobenzene), solution, BrC1=C(C=CC=C1)OC (2-bromoanisole), C(CCC)[Li] (n-butyl lithium), solution, O (H2O). Reagents/catalysts: [Pd].C1(=CC=CC=C1)P(C1=CC=CC=C1)C1=CC=CC=C1.C1(=CC=CC=C1)P(C1=CC=CC=C1)C1=CC=CC=C1.C1(=CC=CC=C1)P(C1=CC=CC=C1)C1=CC=CC=C1.C1(=CC=CC=C1)P(C1=CC=CC=C1)C1=CC=CC=C1 (tetrakis(triphenylphosphine)-palladium(0)), [Cl-].[Cl-].[Zn+2] (ZnCl2). The solvent is CCOC(=O)C (EtOAc), C1CCOC1 (THF), CCOCC (Et2O), C1CCOC1 (THF), C1CCOC1 (THF). Run at time 15 minute. Yields the product COC1=C(C=CC=C1)C1=CC=C(C=C1)Br (4-(2-Methoxyphenyl)-bromobenzene). Yield: 53.5%. As a reaction SMILES: Br[C:2]1[CH:7]=[CH:6][CH:5]=[CH:4][C:3]=1[O:8][CH3:9].C([Li])CCC.I[C:16]1[CH:21]=[CH:20][C:19]([Br:22])=[CH:18][CH:17]=1.O>C1COCC1.CCOCC.CCOC(C)=O.[Cl-].[Cl-].[Zn+2].[Pd].C1(P(C2C=CC=CC=2)C2C=CC=CC=2)C=CC=CC=1.C1(P(C2C=CC=CC=2)C2C=CC=CC=2)C=CC=CC=1.C1(P(C2C=CC=CC=2)C2C=CC=CC=2)C=CC=CC=1.C1(P(C2C=CC=CC=2)C2C=CC=CC=2)C=CC=CC=1>[CH3:9][O:8][C:3]1[CH:4]=[CH:5][CH:6]=[CH:7][C:2]=1[C:16]1[CH:21]=[CH:20][C:19]([Br:22])=[CH:18][CH:17]=1 |f:7.8.9,10.11.12.13.14|. Procedure details: To a solution of 2-bromoanisole (3.5 g, 18.7 mmol) in 40 mL of THF at -7° C. is added n-butyl lithium (11.7 mL of a 1.6 M solution in THF, 18.7 mmol). The solution is stirred for 15 minutes. After this time, ZnCl2 (20 mL of a 1 M solution in Et2O, 20 mmol) is added. The solution is allowed to warm to ambient temperature, and stirred for 3 hours. After this time, a solution of 4-iodobromobenzene (5.6 g, 19.8 mmol) and tetrakis(triphenylphosphine)-palladium(0) (1.1 g, 1 mmol) in 30 mL of THF is ad... Starting materials: compound 35, NC1=C(OCCCC(=O)OCC)C=CC=C1 (ethyl 4-(2-aminophenoxy)butyrate), COC1=CC=C(CN2C=CC3=CC(=CC=C23)/C(=C/C(=O)O)/C)C=C1 (3-[1-(4-methoxybenzyl)indol-5-yl]isocrotonic acid). Yields the product COC1=CC=C(CN2C=CC3=CC(=CC=C23)/C(=C/C(=O)NC2=C(OCCCC(=O)O)C=CC=C2)/C)C=C1 (4-{2-[3-[1-(4-methoxybenzyl)indol-5-yl]isocrotonoylamino]phenoxy}butyric acid). Reaction SMILES: [NH2:1][C:2]1[CH:16]=[CH:15][CH:14]=[CH:13][C:3]=1[O:4][CH2:5][CH2:6][CH2:7][C:8]([O:10]CC)=[O:9].[CH3:17][O:18][C:19]1[CH:40]=[CH:39][C:22]([CH2:23][N:24]2[C:32]3[C:27](=[CH:28][C:29](/[C:33](/[CH3:38])=[CH:34]/[C:35](O)=[O:36])=[CH:30][CH:31]=3)[CH:26]=[CH:25]2)=[CH:21][CH:20]=1>>[CH3:17][O:18][C:19]1[CH:40]=[CH:39][C:22]([CH2:23][N:24]2[C:32]3[C:27](=[CH:28][C:29](/[C:33](/[CH3:38])=[CH:34]/[C:35]([NH:1][C:2]4[CH:16]=[CH:15][CH:14]=[CH:13][C:3]=4[O:4][CH2:5][CH2:6][CH2:7][C:8]([OH:10])=[O:9])=[O:36])=[CH:30][CH:31]=3)[CH:26]=[CH:25]2)=[CH:21][CH:20]=1. Reported procedure: 270 mg of compound 35 was obtained in a similar manner to those described in the Examples 1 and 2 using 615 mg of ethyl 4-(2-aminophenoxy)butyrate and 443 mg of 3-[1-(4-methoxybenzyl)indol-5-yl]isocrotonic acid obtained according to the procedures described in the Reference Examples 1-4. Reactants: COCCO, Cc1cc(Cl)ncc1[N+](=O)[O-], [H-], [H][H], [Na+], O. Yields the product COCCOc1cc(C)c([N+](=O)[O-])cn1. Reaction SMILES: [CH3:3][O:4][CH2:5][CH2:6][OH:7].[Cl:10][c:11]1[n:12][cH:13][c:14]([N+:18](=[O:19])[O-:20])[c:15]([CH3:17])[cH:16]1.[H-:1].[H:8][H:9].[Na+:2].[OH2:21]>>[CH3:3][O:4][CH2:5][CH2:6][O:7][c:11]1[n:12][cH:13][c:14]([N+:18](=[O:19])[O-:20])[c:15]([CH3:17])[cH:16]1. Starting materials: S(=O)(=O)(OC)OC (dimethyl sulfate), [OH-].[Na+] (sodium hydroxide), C1(=CC=CC=C1)C (toluene), [Na].C1(CCCCC1)N1C(NC(=NC1=O)SC)=O (3-cyclohexyl-6-methylthio-s-triazine-2,4(1H,3H)-dione sodium salt). Run in O (water). The product is 70, CN1C(N(C(N=C1SC)=O)C1CCCCC1)=O (1-methyl-3-cyclohexyl-6-methylthio-s-triazine-2,4(1H,3H)-dione). RXN SMILES: [C:1]1(C)C=CC=CC=1.[Na].[CH:9]1([N:15]2[C:20](=[O:21])[N:19]=[C:18]([S:22][CH3:23])[NH:17][C:16]2=[O:24])[CH2:14][CH2:13][CH2:12][CH2:11][CH2:10]1.S(OC)(OC)(=O)=O.[OH-].[Na+]>O>[CH3:1][N:19]1[C:18]([S:22][CH3:23])=[N:17][C:16](=[O:24])[N:15]([CH:9]2[CH2:10][CH2:11][CH2:12][CH2:13][CH2:14]2)[C:20]1=[O:21] |f:1.2,4.5,^1:7|. Procedure: This toluene slurry of 3-cyclohexyl-6-methylthio-s-triazine-2,4(1H,3H)-dione sodium salt is then agitated with 650 parts of water for 0.15 hrs. The aqueous layer is separated and reacted at 25°-30° during 0.25 hrs with 57 parts of dimethyl sulfate. After the dimethyl sulfate is added, the pH of the reaction is maintained at pH 9-9.5 by addition of a total of 7.5 parts of 50% aqueous sodium hydroxide. The total reaction time is 1.8 hrs at which time filtration and drying gives 70 parts of white 1... Starting materials: [BH4-].[Na+] (Sodium borohydride), FC(OC=1C=C(OC2=C(C=O)C=CC=C2)C=CC1)(F)F (2-(3-(trifluoromethoxy)phenoxy)benzaldehyde), aqueous solution, S(=O)(=O)(O)[O-].[Na+] (sodium hydrogensulphate), [H][H] (hydrogen). Run in C(C)(=O)OCC (ethyl acetate), C(Cl)Cl (DCM), C(C)(C)O (isopropanol), O (Water). Run at time 16 hour. Yields the product FC(OC=1C=C(OC2=C(C=CC=C2)CO)C=CC1)(F)F ([2-(3-(trifluoromethoxy)phenoxy)phenyl]methanol). Isolated yield 84.2%. Reaction SMILES: [BH4-].[Na+].[F:3][C:4]([F:22])([F:21])[O:5][C:6]1[CH:7]=[C:8]([CH:18]=[CH:19][CH:20]=1)[O:9][C:10]1[CH:17]=[CH:16][CH:15]=[CH:14][C:11]=1[CH:12]=[O:13].S([O-])(O)(=O)=O.[Na+].[H][H]>C(Cl)Cl.C(O)(C)C.C(OCC)(=O)C.O>[F:3][C:4]([F:21])([F:22])[O:5][C:6]1[CH:7]=[C:8]([CH:18]=[CH:19][CH:20]=1)[O:9][C:10]1[CH:17]=[CH:16][CH:15]=[CH:14][C:11]=1[CH2:12][OH:13] |f:0.1,3.4|. Reported procedure: Sodium borohydride (1.17 g, 31.2 mmol) was added to a solution of 2-(3-(trifluoromethoxy)phenoxy)benzaldehyde (6.28 g, 22.3 mmol) in a mixture of DCM (20 ml) and isopropanol (10 ml). The reaction mixture was stirred for 16 hours at room temperature. A 10% aqueous solution of sodium hydrogensulphate was added until the evolution of hydrogen had ceased. The mixture was diluted with ethyl acetate (200 ml). Water (200 ml) was added. The phases were separated. The aqueous phase was extracted with eth... Reactants: C12C(C3CC(CC(C1)C3)C2)N2NC(C2=O)(C)C (2-(Adamantan-2-yl)-4,4-dimethyl-1,2-diazetidin-3-one), FC1=C(CBr)C(=CC=C1)F (2,6-difluorobenzyl bromide). Product: FC1=C(CN2N(C(C2(C)C)=O)C2C3CC4CC(CC2C4)C3)C(=CC=C1)F (1-(2,6-difluorobenzyl)-4,4-dimethyl-2-(adamantan-2-yl)-1,2-diazetidin-3-one). Reaction SMILES: [CH:1]12[CH2:10][CH:5]3[CH2:6][CH:7]([CH2:9][CH:3]([CH2:4]3)[CH:2]1[N:11]1[C:14](=[O:15])[C:13]([CH3:17])([CH3:16])[NH:12]1)[CH2:8]2.[F:18][C:19]1[CH:26]=[CH:25][CH:24]=[C:23]([F:27])[C:20]=1[CH2:21]Br>>[F:18][C:19]1[CH:26]=[CH:25][CH:24]=[C:23]([F:27])[C:20]=1[CH2:21][N:12]1[C:13]([CH3:17])([CH3:16])[C:14](=[O:15])[N:11]1[CH:2]1[CH:3]2[CH2:4][CH:5]3[CH2:6][CH:7]([CH2:8][CH:1]1[CH2:10]3)[CH2:9]2. Procedure details: 2-(Adamantan-2-yl)-4,4-dimethyl-1,2-diazetidin-3-one and 2,6-difluorobenzyl bromide were used for a similar reaction and treatment as Process 6 of Example 1, and the title compound was obtained as a white crystalline powder.